From a dataset of the Open Reaction Database (ORD), a public repository of structured organic reaction records. describe an organic reaction: reactants, conditions, products, and yield The reactants are C(=O)(O)[O-].[Na+] (NaHCO3), Cl.NC1[C@@H]2N(C(=C(CS2)\C=C/CC)C(=O)OC(C2=CC=CC=C2)C2=CC=CC=C2)C1=O (diphenylmethyl 7-amino-3-[(Z)-1-butenyl]-3-cephem-4-carboxylate hydrochloride), NC=1SC=C(N1)/C(/C(=O)ON1N=NC2=C1C=CC=C2)=N/OC (1-[(Z)-2-(2-aminothiazol-4-yl)-2-methoxyiminoacetoxy]benzotriazole). The solvent is C(C)(=O)OCC (ethyl acetate). Run at time 20 hour. Yields the product NC=1SC=C(N1)/C(/C(=O)NC1[C@@H]2N(C(=C(CS2)\C=C/CC)C(=O)OC(C2=CC=CC=C2)C2=CC=CC=C2)C1=O)=N/OC (Diphenylmethyl 7-[(Z)-2-(2-aminothiazol-4-yl)-2-methoxyiminoacetamido]-3-[(Z)-1-butenyl]-3-cephem-4-carboxylate). Yield: 90.8%. RXN SMILES: Cl.[NH2:2][CH:3]1[C:30](=[O:31])[N:5]2[C:6]([C:14]([O:16][CH:17]([C:24]3[CH:29]=[CH:28][CH:27]=[CH:26][CH:25]=3)[C:18]3[CH:23]=[CH:22][CH:21]=[CH:20][CH:19]=3)=[O:15])=[C:7](/[CH:10]=[CH:11]\[CH2:12][CH3:13])[CH2:8][S:9][C@H:4]12.C([O-])(O)=O.[Na+].[NH2:37][C:38]1[S:39][CH:40]=[C:41](/[C:43](=[N:56]/[O:57][CH3:58])/[C:44](ON2C3C=CC=CC=3N=N2)=[O:45])[N:42]=1>C(OCC)(=O)C>[NH2:37][C:38]1[S:39][CH:40]=[C:41](/[C:43](=[N:56]/[O:57][CH3:58])/[C:44]([NH:2][CH:3]2[C:30](=[O:31])[N:5]3[C:6]([C:14]([O:16][CH:17]([C:24]4[CH:25]=[CH:26][CH:27]=[CH:28][CH:29]=4)[C:18]4[CH:23]=[CH:22][CH:21]=[CH:20][CH:19]=4)=[O:15])=[C:7](/[CH:10]=[CH:11]\[CH2:12][CH3:13])[CH2:8][S:9][C@H:4]23)=[O:45])[N:42]=1 |f:0.1,2.3|. Procedure details: A suspension of diphenylmethyl 7-amino-3-[(Z)-1-butenyl]-3-cephem-4-carboxylate hydrochloride (1.41 g, 3.1 mmoles) in ethyl acetate (20 ml) was shaken with aqueous NaHCO3 to give a clear two-layer solution. The organic layer was separated, washed with water and then an aqueous saturated NaCl solution, and dried over MgSO4. To the dried filtrate was added 1-[(Z)-2-(2-aminothiazol-4-yl)-2-methoxyiminoacetoxy]benzotriazole (1.27 g, 4.0 mmoles), and the mixture was stirred at room temperature for 20... Procedure: Same procedure as 3-(6-fluorobenzothiazol-2-yl)-5-(1-piperidin-4-yl-1H-pyrazol-4-yl)-pyridin-2-ylamine except using 2-chloro-7-methyl-1,3-benzothiazole in place of 2-chloro-6-fluorobenzothiazole to afford the title compound as a yellow solid. 1H NMR (400 MHz, DMSO-d6): δ=2.11-2.31 (m, 4H), 2.61 (s, 3H), 3.12 (q, J=11.8 Hz, 2H), 3.42 (d, J=12.8 Hz, 2H), 4.46-4.56 (m, 1H), 7.36 (d, J=7.3 Hz, 1H), 7.52 (t, J=7.7 Hz, 1H), 7.97 (d, J=8.0 Hz, 1H), 8.07 (s, 1H), 8.43 (br. s., 2H), 8.52 (s, 1H). MS (ES+... As a reaction SMILES: F[C:2]1[CH:28]=[CH:27][C:5]2[N:6]=[C:7]([C:9]3[C:10]([NH2:26])=[N:11][CH:12]=[C:13]([C:15]4[CH:16]=[N:17][N:18]([CH:20]5[CH2:25][CH2:24][NH:23][CH2:22][CH2:21]5)[CH:19]=4)[CH:14]=3)[S:8][C:4]=2[CH:3]=1.Cl[C:30]1SC2C(C)=CC=CC=2N=1>>[CH3:30][C:3]1[C:4]2[S:8][C:7]([C:9]3[C:10]([NH2:26])=[N:11][CH:12]=[C:13]([C:15]4[CH:16]=[N:17][N:18]([CH:20]5[CH2:25][CH2:24][NH:23][CH2:22][CH2:21]5)[CH:19]=4)[CH:14]=3)=[N:6][C:5]=2[CH:27]=[CH:28][CH:2]=1. Yields the product CC1=CC=CC=2N=C(SC21)C=2C(=NC=C(C2)C=2C=NN(C2)C2CCNCC2)N (3-(7-Methylbenzothiazol-2-yl)-5-(1-piperidin-4-yl-1H-pyrazol-4-yl)-pyridin-2-ylamine). Starting materials: FC1=CC2=C(N=C(S2)C=2C(=NC=C(C2)C=2C=NN(C2)C2CCNCC2)N)C=C1 (3-(6-fluorobenzothiazol-2-yl)-5-(1-piperidin-4-yl-1H-pyrazol-4-yl)-pyridin-2-ylamine), ClC=1SC2=C(N1)C=CC=C2C (2-chloro-7-methyl-1,3-benzothiazole). Reactants: FC1=C(C[C@@H]2N(CC[C@H](C2)C2=CC(NO2)=O)C(=O)OC)C=C(C=C1)F (Trans-methyl 2-(2,5-difluorobenzyl)-4-(3-oxo-2,3-dihydroisoxazol-5-yl)piperidine-1-carboxylate), Br (hydrogen bromide). Run at time 8 hour. Yields the product FC1=C(C[C@@H]2NCC[C@H](C2)C2=CC(NO2)=O)C=C(C=C1)F (5-(trans-2-(2,5-difluorobenzyl)piperidin-4-yl)isoxazol-3(2H)-one). Yield: 44.3%. RXN SMILES: [F:1][C:2]1[CH:24]=[CH:23][C:22]([F:25])=[CH:21][C:3]=1[CH2:4][C@H:5]1[CH2:10][C@H:9]([C:11]2[O:15][NH:14][C:13](=[O:16])[CH:12]=2)[CH2:8][CH2:7][N:6]1C(OC)=O.Br>>[F:1][C:2]1[CH:24]=[CH:23][C:22]([F:25])=[CH:21][C:3]=1[CH2:4][C@H:5]1[CH2:10][C@H:9]([C:11]2[O:15][NH:14][C:13](=[O:16])[CH:12]=2)[CH2:8][CH2:7][NH:6]1. Procedure: Trans-methyl 2-(2,5-difluorobenzyl)-4-(3-oxo-2,3-dihydroisoxazol-5-yl)piperidine-1-carboxylate (148 mg, 0.42 mmol) was dissolved in hydrogen bromide (33% in acetic acid, 3 mL, 17.13 mmol) and the solution stirred at room temperature overnight. The solvent was evaporated and the residue was purified by preparative HPLC (Instrument: FractionLynx II, Mobilphase: gradient 5-95% MeCN in 0.2% NH3, pH 10, Column: Xbridge Prep C18 5 μm OBD 19*150 mm) to yield 5-(trans-2-(2,5-difluorobenzyl)piperidin-4-y... Starting materials: C1(CCC1)(C(=O)OCC)C(=O)OCC (Diethyl cyclobutane-1,1-dicarboxylate), LiAH(OtBu)3. The solvent is C1CCOC1 (THF), C1CCOC1 (THF). The product is OCC1(CCC1)C(=O)OCC (ethyl 1-(hydroxymethyl)-cyclobutanecarboxylate). Reaction SMILES: [C:1]1([C:10](OCC)=[O:11])([C:5]([O:7][CH2:8][CH3:9])=[O:6])[CH2:4][CH2:3][CH2:2]1>C1COCC1>[OH:11][CH2:10][C:1]1([C:5]([O:7][CH2:8][CH3:9])=[O:6])[CH2:4][CH2:3][CH2:2]1. Procedure details: Diethyl cyclobutane-1,1-dicarboxylate (7.17 mL) was added to a THF (150 mL) suspension of LiAH(OtBu)3 (22.08 g) at room temperature, and the suspension was refluxed for 7 h. The THF was stripped off and the mixture was quenched with water, neutralized with HCl (3 M) and extracted with dichloromethane and ethylacetate. The combined organic phases were washed with brine, dried and evaporated. The crude residue was put on a column and eluted with DCM : EtOAc; 5:1 to give ethyl 1-(hydroxymethyl)-cyc... Starting materials: CC(=O)OC1CCC2C3CCC4=CC(=O)C(I)C(C)C4(C)C3CCC12C, CN(C)C=O, [Li+], [Li+], O=C([O-])[O-], O. Yields the product CC(=O)OC1CCC2C3CCC4=CC(=O)C=C(C)C4(C)C3CCC12C. Reaction SMILES: [C:1]([CH3:2])(=[O:3])[O:4][CH:5]1[C:6]2([CH3:7])[CH:8]([CH2:9][CH2:10]1)[CH:11]1[CH2:12][CH2:13][C:14]3=[CH:15][C:16](=[O:26])[CH:17]([I:25])[CH:18]([CH3:24])[C:19]3([CH3:20])[CH:21]1[CH2:22][CH2:23]2.[CH3:34][N:35]([CH3:36])[CH:37]=[O:38].[Li+:27].[Li+:28].[O-:29][C:30](=[O:31])[O-:32].[OH2:33]>>[C:1]([CH3:2])(=[O:3])[O:4][CH:5]1[C:6]2([CH3:7])[CH:8]([CH2:9][CH2:10]1)[CH:11]1[CH2:12][CH2:13][C:14]3=[CH:15][C:16](=[O:26])[CH:17]=[C:18]([CH3:24])[C:19]3([CH3:20])[CH:21]1[CH2:22][CH2:23]2.